Dataset: the Open Reaction Database (ORD), a public repository of structured organic reaction records. Task: describe an organic reaction: reactants, conditions, products, and yield Starting materials: CN1CCNCC1 (1-Methylpiperazine), C([O-])([O-])=O.[K+].[K+] (potassium carbonate), CN1CCNCC1 (1-methylpiperazine), C(C1=CC=CC=C1)OC1=C(C(=O)NC2=C(C(=O)OC(C)(C)C)C=CC(=C2)C2=CC=CC=C2)C=C(C=C1)CCBr (tert-butyl 2-(2-(benzyloxy)-5-(2-bromoethyl)benzamido)-4-phenylbenzoate), C([O-])([O-])=O.[K+].[K+] (Potassium carbonate). Solvent: CC(=O)C (acetone). Conditions: time 30 minute. The product is C(C1=CC=CC=C1)OC1=C(C(=O)NC2=C(C(=O)OC(C)(C)C)C=CC(=C2)C2=CC=CC=C2)C=C(C=C1)CCN1CCN(CC1)C (tert-butyl 2-(2-(benzyloxy)-5-(2-(4-methylpiperazin-1-yl)ethyl)benzamido)-4-phenylbenzoate). RXN SMILES: [CH3:1][N:2]1[CH2:7][CH2:6][NH:5][CH2:4][CH2:3]1.[CH2:8]([O:15][C:16]1[CH:43]=[CH:42][C:41]([CH2:44][CH2:45]Br)=[CH:40][C:17]=1[C:18]([NH:20][C:21]1[CH:33]=[C:32]([C:34]2[CH:39]=[CH:38][CH:37]=[CH:36][CH:35]=2)[CH:31]=[CH:30][C:22]=1[C:23]([O:25][C:26]([CH3:29])([CH3:28])[CH3:27])=[O:24])=[O:19])[C:9]1[CH:14]=[CH:13][CH:12]=[CH:11][CH:10]=1.C(=O)([O-])[O-].[K+].[K+]>CC(C)=O>[CH2:8]([O:15][C:16]1[CH:43]=[CH:42][C:41]([CH2:44][CH2:45][N:5]2[CH2:6][CH2:7][N:2]([CH3:1])[CH2:3][CH2:4]2)=[CH:40][C:17]=1[C:18]([NH:20][C:21]1[CH:33]=[C:32]([C:34]2[CH:39]=[CH:38][CH:37]=[CH:36][CH:35]=2)[CH:31]=[CH:30][C:22]=1[C:23]([O:25][C:26]([CH3:29])([CH3:28])[CH3:27])=[O:24])=[O:19])[C:9]1[CH:14]=[CH:13][CH:12]=[CH:11][CH:10]=1 |f:2.3.4|. Procedure: Under ice-cooling, 1-methylpiperazine (0.095 mL) was addedd to an acetone (1.5 mL) solution of tert-butyl 2-(2-(benzyloxy)-5-(2-bromoethyl)benzamido)-4-phenylbenzoate (0.10 g), followed by stirring at room temperature for 30 minutes. Potassium carbonate (0.035 g) was added thereto, followed by stirring at room temperature for 1 hour. 1-Methylpiperazine (0.095 mL) and potassium carbonate (0.035 g) were added to the reaction mixture, followed by stirring at room temperature for 1 hour. The reactio... The reactants are Cc1nc(Br)sc1C(=O)O, CCN=C=NCCCN(C)C, NCc1ccccc1, CCN(C(C)C)C(C)C, Cl, C1CCOC1, On1nnc2ccccc21. The product is Cc1nc(Br)sc1C(=O)NCc1ccccc1. RXN SMILES: [Br:1][c:2]1[s:3][c:4]([C:8](=[O:9])[OH:10])[c:5]([CH3:7])[n:6]1.[CH2:21]([N:22]=[C:23]=[N:24][CH2:25][CH2:26][CH2:27][N:28]([CH3:29])[CH3:30])[CH3:31].[CH2:42]([c:43]1[cH:44][cH:45][cH:46][cH:47][cH:48]1)[NH2:49].[CH:11]([N:12]([CH2:13][CH3:14])[CH:15]([CH3:16])[CH3:17])([CH3:18])[CH3:19].[ClH:20].[O:50]1[CH2:51][CH2:52][CH2:53][CH2:54]1.[OH:32][n:33]1[c:34]2[cH:35][cH:36][cH:37][cH:38][c:39]2[n:40][n:41]1>>[Br:1][c:2]1[s:3][c:4]([C:8](=[O:10])[NH:49][CH2:42][c:43]2[cH:44][cH:45][cH:46][cH:47][cH:48]2)[c:5]([CH3:7])[n:6]1. Reactants: CC1(C)CC(c2ccccc2N)Nc2ccc(C(F)(F)F)cc21, ClCCl, O=S(=O)(Cl)c1ccccc1F, O, c1ccncc1. Product: CC1(C)CC(c2ccccc2NS(=O)(=O)c2ccccc2F)Nc2ccc(C(F)(F)F)cc21. Reaction SMILES: [CH3:1][C:2]1([CH3:23])[CH2:3][CH:4]([c:16]2[c:17]([NH2:18])[cH:19][cH:20][cH:21][cH:22]2)[NH:5][c:6]2[cH:7][cH:8][c:9]([C:12]([F:13])([F:14])[F:15])[cH:10][c:11]21.[Cl:41][CH2:42][Cl:43].[F:30][c:31]1[c:32]([S:37](=[O:38])(=[O:39])[Cl:40])[cH:33][cH:34][cH:35][cH:36]1.[OH2:44].[cH:24]1[cH:25][cH:26][n:27][cH:28][cH:29]1>>[CH3:1][C:2]1([CH3:23])[CH2:3][CH:4]([c:16]2[c:17]([NH:18][S:37]([c:32]3[c:31]([F:30])[cH:36][cH:35][cH:34][cH:33]3)(=[O:38])=[O:39])[cH:19][cH:20][cH:21][cH:22]2)[NH:5][c:6]2[cH:7][cH:8][c:9]([C:12]([F:13])([F:14])[F:15])[cH:10][c:11]21. Starting materials: O.O.[Sn](Cl)Cl (tin(II) chloride dihydrate), [N+](=O)([O-])C1=C(C=CC=C1)NC=1C=CC2=C(OCC3=C(C2=O)C=CC(=C3)[N+](=O)[O-])C1 (3-(2-Nitrophenylamino)-8-nitro-6H-dibenzo[b,e]oxepin-11-one). Solvent: C(C)O (ethanol). Product: NC1=C(C=CC=C1)NC=1C=CC2=C(OCC3=C(C2=O)C=CC(=C3)N)C1 (3-(2-Aminophenylamino)-8-amino-6H-dibenzo[b,e]oxepin-11-one). RXN SMILES: O.O.[Sn](Cl)Cl.[N+:6]([C:9]1[CH:14]=[CH:13][CH:12]=[CH:11][C:10]=1[NH:15][C:16]1[CH:17]=[CH:18][C:19]2[C:25](=[O:26])[C:24]3[CH:27]=[CH:28][C:29]([N+:31]([O-])=O)=[CH:30][C:23]=3[CH2:22][O:21][C:20]=2[CH:34]=1)([O-])=O>C(O)C>[NH2:6][C:9]1[CH:14]=[CH:13][CH:12]=[CH:11][C:10]=1[NH:15][C:16]1[CH:17]=[CH:18][C:19]2[C:25](=[O:26])[C:24]3[CH:27]=[CH:28][C:29]([NH2:31])=[CH:30][C:23]=3[CH2:22][O:21][C:20]=2[CH:34]=1 |f:0.1.2|. Procedure: In accordance with general method Y, 2.40 g (10.66 mmol) of tin(II) chloride dihydrate are dissolved in 15 ml of ethanol, and 0.35 g (0.89 mmol) of (9) is added. Yield: 0.20 g (67.9%); Starting materials: C(C)(C)(C)OC(=O)N(C1=C(C=C(C=C1)Br)Cl)C(=O)OC(C)(C)C (N,N-bis(tert-butoxycarbonyl)-4-bromo-2-chloroaniline), N1(CCNCC1)C(=O)OC(C)(C)C (tert-butyl piperazine-1-carboxylate), C1(=CC=CC=C1)P(C1=C(C2=CC=CC=C2C=C1)C1=C(C=CC2=CC=CC=C12)P(C1=CC=CC=C1)C1=CC=CC=C1)C1=CC=CC=C1 ((±)-2,2′-bis(diphenylphosphino)-1,1′-binaphthalene), C([O-])([O-])=O.[Cs+].[Cs+] (cesium carbonate). Reagents/catalysts: C(C)(=O)[O-].[Pd+2].C(C)(=O)[O-] (palladium acetate). Solvent: C1(=CC=CC=C1)C (toluene). Run at temperature 100 celsius. The product is C(C)(C)(C)OC(=O)N(C1=C(C=C(C=C1)N1CCN(CC1)C(=O)OC(C)(C)C)Cl)C(=O)OC(C)(C)C (tert-butyl 4-(4-(bis(tert-butoxycarbonyl)amino)-3-chlorophenyl)piperazine-1-carboxylate). Reaction SMILES: [C:1]([O:5][C:6]([N:8]([C:17]([O:19][C:20]([CH3:23])([CH3:22])[CH3:21])=[O:18])[C:9]1[CH:14]=[CH:13][C:12](Br)=[CH:11][C:10]=1[Cl:16])=[O:7])([CH3:4])([CH3:3])[CH3:2].[N:24]1([C:30]([O:32][C:33]([CH3:36])([CH3:35])[CH3:34])=[O:31])[CH2:29][CH2:28][NH:27][CH2:26][CH2:25]1.C1(P(C2C=CC=CC=2)C2C=CC3C(=CC=CC=3)C=2C2C3C(=CC=CC=3)C=CC=2P(C2C=CC=CC=2)C2C=CC=CC=2)C=CC=CC=1.C(=O)([O-])[O-].[Cs+].[Cs+]>C1(C)C=CC=CC=1.C([O-])(=O)C.[Pd+2].C([O-])(=O)C>[C:1]([O:5][C:6]([N:8]([C:17]([O:19][C:20]([CH3:23])([CH3:22])[CH3:21])=[O:18])[C:9]1[CH:14]=[CH:13][C:12]([N:27]2[CH2:26][CH2:25][N:24]([C:30]([O:32][C:33]([CH3:36])([CH3:35])[CH3:34])=[O:31])[CH2:29][CH2:28]2)=[CH:11][C:10]=1[Cl:16])=[O:7])([CH3:4])([CH3:3])[CH3:2] |f:3.4.5,7.8.9|. Procedure details: A mixture of the product of EXAMPLE 42A (280 g, 0.9 mmol), tert-butyl piperazine-1-carboxylate (205 mg, 1.09 mmol), palladium acetate (21 mg, 0.092 mmol), (±)-2,2′-bis(diphenylphosphino)-1,1′-binaphthalene (86 mg, 0.14 mmol) and cesium carbonate (900 mg, 2.76 mmol) in toluene (10 mL) under nitrogen was heated at 100° C. for 16 hours. After cooling to ambient temperature, the mixture was concentrated and the residue was diluted with dichloromethane (300 mL), washed with water and brine, dried ove... Starting materials: CC(=O)O, COC(=O)C(C)(C)c1ccc(F)cc1[N+](=O)[O-], [Fe]. The product is CC1(C)C(=O)Nc2cc(F)ccc21. As a reaction SMILES: [CH3:18][C:19](=[O:20])[OH:21].[F:1][c:2]1[cH:3][c:4]([N+:15]([O-:16])=[O:17])[c:5]([C:8]([C:9](=[O:10])[O:11][CH3:12])([CH3:13])[CH3:14])[cH:6][cH:7]1.[Fe:22]>>[F:1][c:2]1[cH:3][c:4]2[c:5]([cH:6][cH:7]1)[C:8]([CH3:13])([CH3:14])[C:9](=[O:10])[NH:15]2.